Dataset: the Open Reaction Database (ORD), a public repository of structured organic reaction records. Task: describe an organic reaction: reactants, conditions, products, and yield The reactants are N1N=CC=2C(=CC=CC12)C(=O)OC (methyl 1H-indazole-4-carboxylate), F[B-](F)(F)F.C[O+](C)C (trimethyloxonium tetrafluoroborate). Solvent: C(C)(=O)OCC (ethyl acetate), C(O)([O-])=O.[Na+] (sodium hydrogen carbonate), C(C)(=O)OCC (ethyl acetate). Conditions: time 12 hour. The product is CN1N=C2C=CC=C(C2=C1)C(=O)OC (methyl 2-methyl-2H-indazole-4-carboxylate). Isolated yield 83.7%. As a reaction SMILES: [NH:1]1[C:9]2[CH:8]=[CH:7][CH:6]=[C:5]([C:10]([O:12][CH3:13])=[O:11])[C:4]=2[CH:3]=[N:2]1.F[B-](F)(F)F.[CH3:19][O+](C)C>C(OCC)(=O)C.C(=O)([O-])O.[Na+]>[CH3:19][N:2]1[CH:3]=[C:4]2[C:9]([CH:8]=[CH:7][CH:6]=[C:5]2[C:10]([O:12][CH3:13])=[O:11])=[N:1]1 |f:1.2,4.5|. Procedure: To a solution of methyl 1H-indazole-4-carboxylate (63.0 g, 358 mmol) in ethyl acetate (1.19 L) was added trimethyloxonium tetrafluoroborate (68.8 g, 465 mmol), and the mixture was stirred under nitrogen atmosphere at room temperature for 12 hr. The reaction solution was diluted with ethyl acetate, saturated aqueous sodium hydrogen carbonate solution was added, and the mixture was extracted with ethyl acetate. The extract was dried over anhydrous magnesium sulfate and the solvent was evaporated u... The reactants are CC(=O)O, Cc1ccc(S(=O)(=O)n2ccc3c(Nc4ccc5cnn(C)c5c4)nc(Nc4ccc(C(N)=O)cc4)nc32)cc1, [K+], C1COCCO1, [OH-]. The product is Cn1ncc2ccc(Nc3nc(Nc4ccc(C(N)=O)cc4)nc4[nH]ccc34)cc21. Reaction SMILES: [C:43]([OH:44])(=[O:45])[CH3:46].[CH3:1][n:2]1[n:3][cH:4][c:5]2[cH:6][cH:7][c:8]([NH:11][c:12]3[c:13]4[c:14]([n:15][c:16]([NH:18][c:19]5[cH:20][cH:21][c:22]([C:23](=[O:24])[NH2:25])[cH:26][cH:27]5)[n:17]3)[n:28]([S:31]([c:32]3[cH:33][cH:34][c:35]([CH3:36])[cH:37][cH:38]3)(=[O:39])=[O:40])[cH:29][cH:30]4)[cH:9][c:10]12.[K+:42].[O:47]1[CH2:48][CH2:49][O:50][CH2:51][CH2:52]1.[OH-:41]>>[CH3:1][n:2]1[n:3][cH:4][c:5]2[cH:6][cH:7][c:8]([NH:11][c:12]3[c:13]4[c:14]([n:15][c:16]([NH:18][c:19]5[cH:20][cH:21][c:22]([C:23](=[O:24])[NH2:25])[cH:26][cH:27]5)[n:17]3)[nH:28][cH:29][cH:30]4)[cH:9][c:10]12. Reactants: CC1=C(N)C=CC(=C1)SC1=CC=CC=C1 (2-methyl-4-phenylthioaniline), S(O)(O)(=O)=O.ClC=1NCCN1 (2-chloro-2-imidazoline bisulfate), O (water), CN(C1=CC=CC=C1)C (N,N-dimethylaniline). Run in CO (methanol), ClCCl (dichloromethane). Conditions: time 72 hour. Product: CC1=C(C=CC(=C1)SC1=CC=CC=C1)N=C1NCCN1 (2-(2-methyl-4-phenylthiophenylimino)imidazolidine). Reaction SMILES: [CH3:1][C:2]1[CH:8]=[C:7]([S:9][C:10]2[CH:15]=[CH:14][CH:13]=[CH:12][CH:11]=2)[CH:6]=[CH:5][C:3]=1[NH2:4].S(=O)(=O)(O)O.Cl[C:22]1[NH:23][CH2:24][CH2:25][N:26]=1.O.CN(C)C1C=CC=CC=1>CO.ClCCl>[CH3:1][C:2]1[CH:8]=[C:7]([S:9][C:10]2[CH:11]=[CH:12][CH:13]=[CH:14][CH:15]=2)[CH:6]=[CH:5][C:3]=1[N:4]=[C:22]1[NH:26][CH2:25][CH2:24][NH:23]1 |f:1.2|. Reported procedure: The aniline derivative from Step C (3.0 g, 14 mmoles) is allowed to react with 2-chloro-2-imidazoline bisulfate (4.04 g, 20 mmoles) in methanol (60 ml) containing water (10 ml) and N,N-dimethylaniline (2.67 g, 22 mmoles). After 72 hours the reaction is worked up in the manner described in Example 2, except that the initial dichloromethane extracts are evaporated to a residue and triturated with hexane before extraction with 2 N acetic acid. The yield of pure product is 2.95 g, m.p. 140°-141° C. Reactants: C(C)C=1C=C(C=CC1)N(C#N)C (N-(3-ethylphenyl)-N-methylcyanamide), Cl.ClC1=C(N)C=C(C=C1)Cl (2,5-dichloroaniline hydrochloride). Solvent: ClC1=CC=CC=C1 (chlorobenzene). Product: NC(=N)N (Guanidine), Cl.C(C)C=1C=C(C=CC1)N(C(=N)NC1=C(C=CC(=C1)Cl)Cl)C (N-(3-ethylphenyl)-N-methyl-N'-(2,5-dichlorophenyl)guanidine hydrochloride). Reaction SMILES: [CH2:1]([C:3]1[CH:4]=[C:5]([N:9]([CH3:12])[C:10]#[N:11])[CH:6]=[CH:7][CH:8]=1)[CH3:2].Cl.[Cl:14][C:15]1[CH:21]=[CH:20][C:19]([Cl:22])=[CH:18][C:16]=1[NH2:17]>ClC1C=CC=CC=1>[NH2:9][C:10]([NH2:11])=[NH:17].[ClH:14].[CH2:1]([C:3]1[CH:4]=[C:5]([N:9]([CH3:12])[C:10]([NH:17][C:16]2[CH:18]=[C:19]([Cl:22])[CH:20]=[CH:21][C:15]=2[Cl:14])=[NH:11])[CH:6]=[CH:7][CH:8]=1)[CH3:2] |f:1.2,5.6|. Procedure details: A mixture of N-(3-ethylphenyl)-N-methylcyanamide (520 mg, 3.3 mmol), 2,5-dichloroaniline hydrochloride (600 mg, 3 mmol), and chlorobenzene (2 mL) were combined in a dry round bottom flask equipped with a water cooled condenser under nitrogen and placed in a preheated oil bath (150-160° C.). The reaction mixture was heated for 4 hours. After cooling, the crude reaction product was purified by crystallization from chlorobenzene/diethylether. The resulting crystals were collected by filtration, was... Starting materials: O=C([O-])[O-], CI, CN(C)C=O, Cc1cc2[nH]c3cc(Cl)ncc3c(=O)n2n1, [K+], [K+]. Product: Cc1cc2n(C)c3cc(Cl)ncc3c(=O)n2n1. Reaction SMILES: [C:17](=[O:18])([O-:19])[O-:20].[CH3:23][I:24].[CH3:25][N:26]([CH3:27])[CH:28]=[O:29].[Cl:1][c:2]1[cH:3][c:4]2[nH:5][c:6]3[n:7]([c:8](=[O:12])[c:9]2[cH:10][n:11]1)[n:13][c:14]([CH3:16])[cH:15]3.[K+:21].[K+:22]>>[Cl:1][c:2]1[cH:3][c:4]2[n:5]([CH3:17])[c:6]3[n:7]([c:8](=[O:12])[c:9]2[cH:10][n:11]1)[n:13][c:14]([CH3:16])[cH:15]3. Reactants: ONC(CC)=N (N-hydroxy-propionamidine), C(C)(C)N(C(C)C)CC (N,N-diisopropylethylamine), CC(C(=O)Cl)(C)C (trimethylacetyl chloride), C(CC1=CC=CC=C1)NC1=C2N=CN(C2=NC(=N1)NCCC=1N=CN(C1)C)[C@@H]1O[C@@H]([C@@H]2[C@H]1OC(O2)(C)C)C(=O)O ((3aS,4S,6R,6aR)-6-{6-phenethylamino-2-[2-(1-methyl-1H-imidazol-4-yl)-ethylamino]-purin-9-yl}-2,2-dimethyl-tetrahydro-furo[3,4-d][1,3]dioxole-4-carboxylic acid), C(Cl)Cl.C1CCOC1 (DCM THF). The solvent is FC(C(=O)O)(F)F.O (trifluoroacetic acid water). Product: C(=O)O[C@H]1[C@@H](O[C@@H]([C@H]1OC=O)C1=NC(=NO1)CC)N1C2=NC(=NC(=C2N=C1)NCCC1=CC=CC=C1)NCCC=1N=CN(C1)C ((2R,3R,4S,5S)-2-{6-phenethylamino-2-[2-(1-methyl-1H-imidazol-4-yl)-ethylamino]-purin-9-yl}-5-(3-ethyl-[1,2,4]oxadiazol-5-yl)-tetrahydro-furan-3,4-diol diformate). As a reaction SMILES: [CH2:1]([NH:9][C:10]1[N:18]=[C:17]([NH:19][CH2:20][CH2:21][C:22]2[N:23]=[CH:24][N:25]([CH3:27])[CH:26]=2)[N:16]=[C:15]2[C:11]=1[N:12]=[CH:13][N:14]2[C@H:28]1[C@@H:32]2[O:33]C(C)(C)[O:35][C@@H:31]2[C@@H:30]([C:38]([OH:40])=O)[O:29]1)[CH2:2][C:3]1[CH:8]=[CH:7][CH:6]=[CH:5][CH:4]=1.C(N(CC)C(C)C)(C)C.CC(C)(C)[C:52](Cl)=[O:53].O[NH:58][C:59](=[NH:62])[CH2:60][CH3:61].C(Cl)Cl.C1C[O:69][CH2:68]C1>FC(F)(F)C(O)=O.O>[CH:68]([O:33][C@@H:32]1[C@H:31]([O:35][CH:52]=[O:53])[C@@H:30]([C:38]2[O:40][N:62]=[C:59]([CH2:60][CH3:61])[N:58]=2)[O:29][C@H:28]1[N:14]1[CH:13]=[N:12][C:11]2[C:15]1=[N:16][C:17]([NH:19][CH2:20][CH2:21][C:22]1[N:23]=[CH:24][N:25]([CH3:27])[CH:26]=1)=[N:18][C:10]=2[NH:9][CH2:1][CH2:2][C:3]1[CH:8]=[CH:7][CH:6]=[CH:5][CH:4]=1)=[O:69] |f:4.5,6.7|. Reported procedure: Intermediate 34 (0.083 mg, 0.15 mmol) was dissolved in DCM/THF (9:1, 3 ml) using sonication by ultrasound. N,N-diisopropylethylamine (0.057 ml, 3.32 mmol) and trimethylacetyl chloride (0.021 ml, 0.16 mmol) were added at 0° C. with stirring under nitrogen. The reaction was allowed to warm to room temperature over 2 h, cooled again to 0° C. and N-hydroxy-propionamidine (0.015 g, 0.18 mmol in 0.5 ml tetrahydrofuran) added with stirring. The reaction was allowed to warm to room temperature and stirr...